Dataset: the Open Reaction Database (ORD), a public repository of structured organic reaction records. Task: describe an organic reaction: reactants, conditions, products, and yield The reactants are N1C(C2(C3=CC=CC=C13)C1=C(OC2)C=C2OCCC2=C1)=O (5,6-dihydrospiro[benzo[1,2-b:5,4-b′]difuran-3,3′-indol]-2′(1′H)-one), BrCC=1OC(=CC1)C(F)(F)F (2-(bromomethyl)-5-(trifluoromethyl)furan), CC1=NOC2=C1C=C1C(=C2)OCC12C(NC1=CC=CC=C21)=O (3-methylspiro[furo[3,2-f][1,2]benzisoxazole-5,3′-indol]-2′(1′H)-one), BrCC1=CC=C(C(=O)OC)C=C1 (methyl 4-(bromomethyl)benzoate). The product is O=C1N(C2=CC=CC=C2C12C1=C(OC2)C=C2OCCC2=C1)CC1=CC=C(C(=O)OC)C=C1 (methyl 4-[(2′-oxo-5,6-dihydrospiro[benzo[1,2-b:5,4-b′]difuran-3,3′-indol]-1′(2′H)-yl)methyl]benzoate). Procedure: Following the procedure as described in EXAMPLE 9 and making non-critical variations using 5,6-dihydrospiro[benzo[1,2-b:5,4-b′]difuran-3,3′-indol]-2′(1′H)-one to replace 3-methylspiro[furo[3,2-f][1,2]benzisoxazole-5,3′-indol]-2′(1′H)-one, and methyl 4-(bromomethyl)benzoate to replace 2-(bromomethyl)-5-(trifluoromethyl)furan, methyl 4-[(2′-oxo-5,6-dihydrospiro[benzo[1,2-b:5,4-b′]difuran-3,3′-indol]-1′(2′H)-yl)methyl]benzoate was obtained (95%) as a colorless solid: mp 136-140° C.; 1H NMR (300 MHz... As a reaction SMILES: [NH:1]1[C:9]2[C:4](=[CH:5][CH:6]=[CH:7][CH:8]=2)[C:3]2([CH2:13][O:12][C:11]3[CH:14]=[C:15]4[C:19](=[CH:20][C:10]2=3)[CH2:18][CH2:17][O:16]4)[C:2]1=[O:21].CC1C2C=C3C4(C5C(=CC=CC=5)NC4=O)COC3=CC=2ON=1.Br[CH2:45][C:46]1[CH:55]=[CH:54][C:49]([C:50]([O:52][CH3:53])=[O:51])=[CH:48][CH:47]=1.BrCC1OC(C(F)(F)F)=CC=1>>[O:21]=[C:2]1[C:3]2([CH2:13][O:12][C:11]3[CH:14]=[C:15]4[C:19](=[CH:20][C:10]2=3)[CH2:18][CH2:17][O:16]4)[C:4]2[C:9](=[CH:8][CH:7]=[CH:6][CH:5]=2)[N:1]1[CH2:45][C:46]1[CH:55]=[CH:54][C:49]([C:50]([O:52][CH3:53])=[O:51])=[CH:48][CH:47]=1. Starting materials: CCOC(=O)c1ccc(S(=O)(=O)c2cc3c(cc2C)C(C)(C)CCC3(C)C)cc1, [Li+], C1CCOC1, [OH-]. Yields the product Cc1cc2c(cc1S(=O)(=O)c1ccc(C(=O)O)cc1)C(C)(C)CCC2(C)C. Reaction SMILES: [CH3:1][c:2]1[c:3]([S:16](=[O:17])(=[O:18])[c:19]2[cH:20][cH:21][c:22]([C:23](=[O:24])[O:25][CH2:26][CH3:27])[cH:28][cH:29]2)[cH:4][c:5]2[c:10]([cH:11]1)[C:9]([CH3:12])([CH3:13])[CH2:8][CH2:7][C:6]2([CH3:14])[CH3:15].[Li+:31].[O:32]1[CH2:33][CH2:34][CH2:35][CH2:36]1.[OH-:30]>>[CH3:1][c:2]1[c:3]([S:16](=[O:17])(=[O:18])[c:19]2[cH:20][cH:21][c:22]([C:23](=[O:24])[OH:25])[cH:28][cH:29]2)[cH:4][c:5]2[c:10]([cH:11]1)[C:9]([CH3:12])([CH3:13])[CH2:8][CH2:7][C:6]2([CH3:14])[CH3:15]. Reactants: CSc1ccc(N)cc1, CC#N, COCCN1C(=O)C(Cl)=C(c2ccccc2)C1=O. The product is COCCN1C(=O)C(Nc2ccc(SC)cc2)=C(c2ccccc2)C1=O. As a reaction SMILES: [CH3:19][S:20][c:21]1[cH:22][cH:23][c:24]([NH2:25])[cH:26][cH:27]1.[CH3:28][C:29]#[N:30].[Cl:1][C:2]1=[C:6]([c:7]2[cH:8][cH:9][cH:10][cH:11][cH:12]2)[C:5](=[O:13])[N:4]([CH2:14][CH2:15][O:16][CH3:17])[C:3]1=[O:18]>>[C:2]1([NH:25][c:24]2[cH:23][cH:22][c:21]([S:20][CH3:19])[cH:27][cH:26]2)=[C:6]([c:7]2[cH:8][cH:9][cH:10][cH:11][cH:12]2)[C:5](=[O:13])[N:4]([CH2:14][CH2:15][O:16][CH3:17])[C:3]1=[O:18].